Dataset: the Open Reaction Database (ORD), a public repository of structured organic reaction records. Task: describe an organic reaction: reactants, conditions, products, and yield Starting materials: N[C@@H]([C@H](O)C)C(=O)O (Thr), N1N=NN=C1 (1H-tetrazole), [H-].[Na+] (NaH), crude material, C(CCCCCCCCCCC)NC(C1=CC(=C(C(=C1)C1=CC(=CC=C1)OC)OCCBr)Br)=O (N-dodecyl-3-bromo-4-(2-bromoethoxy)-5-(3-methoxyphenyl)benzamide). Solvent: Hexanes, CCOC(=O)C (EtOAc), C1CCOC1 (THF), CCOC(=O)C (EtOAc), Hexanes, CCOC(=O)C (EtOAc), Hexanes, CS(=O)C (DMSO), C1CCOC1 (THF). Conditions: temperature 0 celsius, time 10 minute. Product: C(CCCCCCCCCCC)NC(=O)C=1C=C(C(=C(C1)Br)OCCN1N=NN=C1)C1=CC(=CC=C1)OC (5-Bromo-6-(2-tetrazol-1-yl-ethoxy)-3′-methoxy-biphenyl-3-carboxylic acid dodecylamide). The yield is 24.7%. RXN SMILES: [NH:1]1[CH:5]=[N:4][N:3]=[N:2]1.[H-].[Na+].[CH2:8]([NH:20][C:21](=[O:41])[C:22]1[CH:27]=[C:26]([C:28]2[CH:33]=[CH:32][CH:31]=[C:30]([O:34][CH3:35])[CH:29]=2)[C:25]([O:36][CH2:37][CH2:38]Br)=[C:24]([Br:40])[CH:23]=1)[CH2:9][CH2:10][CH2:11][CH2:12][CH2:13][CH2:14][CH2:15][CH2:16][CH2:17][CH2:18][CH3:19].N[C@H](C(O)=O)[C@@H](C)O>C1COCC1.CCOC(C)=O.CS(C)=O>[CH2:8]([NH:20][C:21]([C:22]1[CH:27]=[C:26]([C:28]2[CH:33]=[CH:32][CH:31]=[C:30]([O:34][CH3:35])[CH:29]=2)[C:25]([O:36][CH2:37][CH2:38][N:1]2[CH:5]=[N:4][N:3]=[N:2]2)=[C:24]([Br:40])[CH:23]=1)=[O:41])[CH2:9][CH2:10][CH2:11][CH2:12][CH2:13][CH2:14][CH2:15][CH2:16][CH2:17][CH2:18][CH3:19] |f:1.2|. Procedure: To a solution of 1H-tetrazole (28 mg, 0.4 mmol) in 1 mL anhydrous THF at 0° C. was added NaH (10 mg, 0.421 mmol). The reaction mixture was stirred for 10 min at 0 DC after which point a solution of N-dodecyl-3-bromo-4-(2-bromoethoxy)-5-(3-methoxyphenyl)benzamide (160 mg, 0.276 mmol) in 2.5 mL anhydrous THF was added. The reaction mixture was stirred at 0° C. for 10 min then allowed to warm up to room temperature for one-half hour. Then 700 μL of DMSO was added and the reaction was then heated at... Reactants: CCCC(C)=O, CCOCC, CCOC(=O)CP(=O)(OCC)OCC, [H-], [Na+]. Product: CCCC(C)CC(=O)OCC. RXN SMILES: [CH3:17][C:18]([CH2:19][CH2:20][CH3:21])=[O:22].[CH3:23][CH2:24][O:25][CH2:26][CH3:27].[CH3:3][CH2:4][O:5][C:6](=[O:7])[CH2:8][P:9]([O:10][CH2:11][CH3:12])([O:13][CH2:14][CH3:15])=[O:16].[H-:1].[Na+:2]>>[CH3:3][CH2:4][O:5][C:6](=[O:7])[CH2:8][CH:18]([CH3:17])[CH2:19][CH2:20][CH3:21]. As a reaction SMILES: C([Sn](CCCC)(CCCC)C1[N:7]=[CH:8][N:9]([C:11]2[CH:16]=[C:15]([C:17]([F:20])([F:19])[F:18])[CH:14]=[C:13]([C:21]3[CH:26]=[CH:25][C:24]([C:27]([F:30])([F:29])[F:28])=[CH:23][CH:22]=3)[N:12]=2)[CH:10]=1)CCC.BrC1C=C([CH2:46][S:47](CC2C=CC=C(Br)C=2)(=[O:49])=[O:48])C=CC=1.CCCCCCC.[C:65]1([CH3:71])[CH:70]=[CH:69][CH:68]=[CH:67][CH:66]=1>>[CH3:46][S:47]([C:67]1[CH:66]=[C:65]([C:71]2[N:7]=[CH:8][N:9]([C:11]3[CH:16]=[C:15]([C:17]([F:20])([F:19])[F:18])[CH:14]=[C:13]([C:21]4[CH:26]=[CH:25][C:24]([C:27]([F:30])([F:29])[F:28])=[CH:23][CH:22]=4)[N:12]=3)[CH:10]=2)[CH:70]=[CH:69][CH:68]=1)(=[O:49])=[O:48]. Procedure: A stirred mixture of 2-(4-tributylstannanyl-imidazol-1-yl)-4-trifluoromethyl-6-(4-trifluoromethyl-phenyl)-pyridine (Example G.11) (0.718 g, 1.0 mmol), commercially available 3-bromophenylmethyl sulfone (259 mg, 1.1 mmol), tetrakis(triphenyl-phosphine)palladium (0.058 g, 0.050 mmol) in toluene (5 mL) was heated under reflux conditions for 18 h. Cooled to rt, some precipitate occurred, diluted with toluene (˜5 mL), placed in freezer for 30 min, added heptane (total volume: 25 mL), filtered the pre... The product is CS(=O)(=O)C=1C=C(C=CC1)C=1N=CN(C1)C1=NC(=CC(=C1)C(F)(F)F)C1=CC=C(C=C1)C(F)(F)F (2-[4-(3-Methanesulfonyl-phenyl)-imidazol-1-yl]-4-trifluoromethyl-6-(4-trifluoromethylphenyl)-pyridine). Run at time 30 minute. The yield is 29.0%. Starting materials: C(CCC)[Sn](C=1N=CN(C1)C1=NC(=CC(=C1)C(F)(F)F)C1=CC=C(C=C1)C(F)(F)F)(CCCC)CCCC (2-(4-tributylstannanyl-imidazol-1-yl)-4-trifluoromethyl-6-(4-trifluoromethyl-phenyl)-pyridine), CCCCCCC (heptane), C1(=CC=CC=C1)C (toluene), BrC=1C=C(C=CC1)CS(=O)(=O)CC1=CC(=CC=C1)Br (3-bromophenylmethyl sulfone), tetrakis(triphenyl-phosphine)palladium, C1(=CC=CC=C1)C (toluene). The reactants are O=C([O-])O, CO, [Na+], COc1cc(C)cc(C(=O)O)c1C1=CC(=O)c2c(O)cccc2C1=O, OO. Yields the product COc1cc(C)cc(C(=O)O)c1C12OC1C(=O)c1c(O)cccc1C2=O. RXN SMILES: [C:26]([OH:27])(=[O:28])[O-:29].[CH3:33][OH:34].[Na+:30].[OH:1][c:2]1[c:3]2[c:8]([cH:9][cH:10][cH:11]1)[C:7](=[O:12])[C:6]([c:13]1[c:14]([C:15](=[O:16])[OH:17])[cH:18][c:19]([CH3:24])[cH:20][c:21]1[O:22][CH3:23])=[CH:5][C:4]2=[O:25].[OH:31][OH:32]>>[OH:1][c:2]1[c:3]2[c:8]([cH:9][cH:10][cH:11]1)[C:7](=[O:12])[C:6]1([c:13]3[c:14]([C:15](=[O:16])[OH:17])[cH:18][c:19]([CH3:24])[cH:20][c:21]3[O:22][CH3:23])[CH:5]([C:4]2=[O:25])[O:27]1. As a reaction SMILES: [CH2:1]([N:8]1[C:16]2[CH2:15][CH2:14][NH:13][CH2:12][C:11]=2[C:10]([C:17]2[CH:22]=[CH:21][C:20]([Cl:23])=[CH:19][CH:18]=2)=[CH:9]1)[C:2]1[CH:7]=[CH:6][CH:5]=[CH:4][CH:3]=1.[C:24](O)(=O)[CH3:25].C(=O)C.[BH-](OC(C)=O)(OC(C)=O)OC(C)=O.[Na+]>ClCCCl.C(Cl)Cl>[CH2:1]([N:8]1[C:16]2[CH2:15][CH2:14][N:13]([CH2:24][CH3:25])[CH2:12][C:11]=2[C:10]([C:17]2[CH:18]=[CH:19][C:20]([Cl:23])=[CH:21][CH:22]=2)=[CH:9]1)[C:2]1[CH:3]=[CH:4][CH:5]=[CH:6][CH:7]=1 |f:3.4|. The reactants are C(C1=CC=CC=C1)N1C=C(C=2CNCCC21)C2=CC=C(C=C2)Cl (1-Benzyl-3-(4-chloro-phenyl)-4,5,6,7-tetrahydro-1H-pyrrolo[3,2-c]pyridine), C(C)(=O)O (acetic acid), C(C)=O (acetaldehyde), [BH-](OC(=O)C)(OC(=O)C)OC(=O)C.[Na+] (NaBH(OAc)3). Procedure details: To a solution of 1-benzyl-3-(4-chloro-phenyl)-4,5,6,7-tetrahydro-1H-pyrrolo[3,2-c]pyridine (Example 25; 0.11 g) in 1,2-dichloroethane (5 mL) was added 18 μL of acetic acid, 26 μL of acetaldehyde, and 0.10 g of NaBH(OAc)3. The mixture was stirred at RT for 15 h. The mixture was diluted with CH2Cl2 and washed with satd. aq. NaHCO3 (2×). The combined organic layers were dried over Na2SO4, filtered, and concentrated in vacuo. Chromatography on SiO2 (1% 2 M NH3 in MeOH/CH2Cl2) afforded 0.02 g of the ... Solvent: C(Cl)Cl (CH2Cl2), ClCCCl (1,2-dichloroethane). The product is C(C1=CC=CC=C1)N1C=C(C=2CN(CCC21)CC)C2=CC=C(C=C2)Cl (1-Benzyl-3-(4-chloro-phenyl)-5-ethyl-4,5,6,7-tetrahydro-1H-pyrrolo[3,2-c]pyridine). Reaction conditions: time 15 hour. The reactants are OO (hydrogen peroxide), [N+](=O)([O-])C1=C(C=CC=C1)[Se]C#N (o-nitrophenylselenium cyanide), C(CCC)P(CCCC)CCCC (tri-n-butylphosphine), C(C1=CC=CC=C1)O[C@H](CC(OC)OC)[C@H](C=C[C@H](CCCCC)OCC1=CC=CC=C1)CCO ((3R,4S,7S) 3,7-dibenzyloxy-4-(2'-hydroxyethyl)-1,1-dimethoxydodeca-5-ene). Run in O1CCCC1 (tetrahydrofuran). Reaction conditions: temperature 0 celsius. Product: C(C1=CC=CC=C1)O[C@H](CC(OC)OC)[C@H](C=C[C@H](CCCCC)OCC1=CC=CC=C1)C=C ((3 R,4S,7S) 3,7-dibenzyloxy-4-vinyl-1,1-dimethoxydodeca-5-ene). Yield: 91.0%. RXN SMILES: [N+](C1C=CC=CC=1[Se]C#N)([O-])=O.[CH2:13]([O:20][C@@H:21]([C@@H:28]([CH2:45][CH2:46]O)[CH:29]=[CH:30][C@@H:31]([O:37][CH2:38][C:39]1[CH:44]=[CH:43][CH:42]=[CH:41][CH:40]=1)[CH2:32][CH2:33][CH2:34][CH2:35][CH3:36])[CH2:22][CH:23]([O:26][CH3:27])[O:24][CH3:25])[C:14]1[CH:19]=[CH:18][CH:17]=[CH:16][CH:15]=1.C(P(CCCC)CCCC)CCC.OO>O1CCCC1>[CH2:13]([O:20][C@@H:21]([C@@H:28]([CH:45]=[CH2:46])[CH:29]=[CH:30][C@@H:31]([O:37][CH2:38][C:39]1[CH:40]=[CH:41][CH:42]=[CH:43][CH:44]=1)[CH2:32][CH2:33][CH2:34][CH2:35][CH3:36])[CH2:22][CH:23]([O:26][CH3:27])[O:24][CH3:25])[C:14]1[CH:15]=[CH:16][CH:17]=[CH:18][CH:19]=1. Procedure: To a suspension of 997 mg (3.67 mM) of o-nitrophenylselenium cyanide in 12 ml of anhydrous tetrahydrofuran was dropwise added 886 mg (1.83 mM) of (3R,4S,7S) 3,7-dibenzyloxy-4-(2'-hydroxyethyl)-1,1-dimethoxydodeca-5-ene [7] described above. The mixture was stirred for several minutes and 0.91 ml (3.67 mM) of tri-n-butylphosphine was dropwise added to the mixture. The reaction solution was stired for ten minutes then, cooled to 0° C. and 35% hydrogen peroxide aqueous solution was dropwise added th...